Dataset: the Open Reaction Database (ORD), a public repository of structured organic reaction records. Task: describe an organic reaction: reactants, conditions, products, and yield Reactants: C(C)(C)(C)OC(N[C@H](C(=O)N(C)OC)C1=CC=CC=C1)=O ((S)-tert-butyl(2-(methoxy(methyl)amino)-2-oxo-1-phenylethyl)carbamate), C[Mg+].[Br-] (MeMgBr). Solvent: C1CCOC1 (THF). Run at time 2 hour. The product is C(C)(C)(C)OC(N[C@H](C(C)=O)C1=CC=CC=C1)=O ((S)-tert-butyl(2-oxo-1-phenylpropyl)carbamate). Reaction SMILES: [C:1]([O:5][C:6](=[O:21])[NH:7][C@@H:8]([C:15]1[CH:20]=[CH:19][CH:18]=[CH:17][CH:16]=1)[C:9](N(OC)C)=[O:10])([CH3:4])([CH3:3])[CH3:2].[CH3:22][Mg+].[Br-]>C1COCC1>[C:1]([O:5][C:6](=[O:21])[NH:7][C@@H:8]([C:15]1[CH:16]=[CH:17][CH:18]=[CH:19][CH:20]=1)[C:9](=[O:10])[CH3:22])([CH3:2])([CH3:3])[CH3:4] |f:1.2|. Reported procedure: At 0° C., to a solution of (S)-tert-butyl(2-(methoxy(methyl)amino)-2-oxo-1-phenylethyl)carbamate (0.9 g, 3.06 mmol) in anhydrous THF (15 mL), was added MeMgBr (3M solution in Et2O, 2.0 mL, 6.1 mmol) and resultant mixture was allowed to warm and stirred at ambient temperature. After 2 hrs, the reaction was carefully quenched with saturated aqueous NH4Cl solution (10 mL), and the organic contents were extracted with CH2Cl2 (3×25 mL). The volatiles were removed under reduced pressure to afford (S)-... The reactants are O[C@H](C)[C@@H]1[C@@H]2N([C@H](C([C@@H]2C)=O)C(=O)OCC2=CC=C(C=C2)[N+](=O)[O-])C1=O (4-nitrobenzyl (1R,3R,5R,6S)-6-((1R)-1-hydroxyethyl)-1-methyl-2-oxo-1-carbapenam-3-carboxylate), BrCCSC=1N=CN2C1SC(=C2)[Sn](CCCC)(CCCC)CCCC (7-(2-bromoethyl)thio-2-(tri-n-butylstannyl)imidazo[5,1-b]thiazole). Product: BrCCSC=1N=CN2C1SC(=C2)C=2[C@@H]([C@H]1N(C2C(=O)OCC2=CC=C(C=C2)[N+](=O)[O-])C([C@@H]1[C@@H](C)O)=O)C (4-nitrobenzyl (1S,5R,6S)-2-[7-(2-bromoethyl)thioimidazo[5,1-b]thiazol-2-yl]-6-((1R)-1-hydroxyethyl)-1-methyl-1-carbapen-2-em-3-carboxylate). The yield is 46.1%. RXN SMILES: [OH:1][C@@H:2]([C@H:4]1[C:25](=[O:26])[N:6]2[C@@H:7]([C:12]([O:14][CH2:15][C:16]3[CH:21]=[CH:20][C:19]([N+:22]([O-:24])=[O:23])=[CH:18][CH:17]=3)=[O:13])[C:8](=O)[C@H:9]([CH3:10])[C@H:5]12)[CH3:3].[Br:27][CH2:28][CH2:29][S:30][C:31]1[N:32]=[CH:33][N:34]2[CH:38]=[C:37]([Sn](CCCC)(CCCC)CCCC)[S:36][C:35]=12>>[Br:27][CH2:28][CH2:29][S:30][C:31]1[N:32]=[CH:33][N:34]2[CH:38]=[C:37]([C:8]3[C@H:9]([CH3:10])[C@@H:5]4[C@@H:4]([C@H:2]([OH:1])[CH3:3])[C:25](=[O:26])[N:6]4[C:7]=3[C:12]([O:14][CH2:15][C:16]3[CH:21]=[CH:20][C:19]([N+:22]([O-:24])=[O:23])=[CH:18][CH:17]=3)=[O:13])[S:36][C:35]=12. Procedure: The procedure of Example 1a) was repeated, except that 1.01 g of 4-nitrobenzyl (1R,3R,5R,6S)-6-((1R)-1-hydroxyethyl)-1-methyl-2-oxo-1-carbapenam-3-carboxylate and 1.62 g of 7-(2-bromoethyl)thio-2-(tri-n-butylstannyl)imidazo[5,1-b]thiazole were used as the starting compounds. Thus, 780 mg of 4-nitrobenzyl (1S,5R,6S)-2-[7-(2-bromoethyl)thioimidazo[5,1-b]thiazol-2-yl]-6-((1R)-1-hydroxyethyl)-1-methyl-1-carbapen-2-em-3-carboxylate was prepared.